This data is from the Open Reaction Database (ORD), a public repository of structured organic reaction records. The task is: describe an organic reaction: reactants, conditions, products, and yield Reactants: C1(NCCN2C1C1=CC=CC=C1C2=O)=O (3,4-Dihydropyrazino[2,1-a]isoindole -1,6(2H,10bH)-dione). Reagents/catalysts: [Pd] (palladium on carbon). The solvent is C1(=CC=CC=C1)C (toluene). The product is C1(=CC=CC=C1)CC12N(C(C3=CC=CC=C13)=O)CCNC2=O (10b-phenylmethyl-3,4-dihydropyrazino[2,1-a]isoindole-1,6(2H, 10bH)-dione). Reaction SMILES: [C:1]1(=[O:15])[CH:6]2[C:7]3[C:12]([C:13](=[O:14])[N:5]2[CH2:4][CH2:3][NH:2]1)=[CH:11][CH:10]=[CH:9][CH:8]=3>[Pd].C1(C)C=CC=CC=1>[C:7]1([CH2:6][C:6]23[C:1](=[O:15])[NH:2][CH2:3][CH2:4][N:5]2[C:13](=[O:14])[C:12]2[C:7]3=[CH:8][CH:9]=[CH:10][CH:11]=2)[CH:12]=[CH:11][CH:10]=[CH:9][CH:8]=1. Procedure: 3,4-Dihydropyrazino[2,1-a]isoindole-1,6(2H, 10bH)-dione (described in Example 6, 10 g, 0.049 mol) is added portionwise to a stirring mixture of 10% palladium on carbon (10 g) in 375 ml of dry toluene. The mixture is refluxed for 20 hr and filtered through Celite (diatomaceous earth). The filtrate is evaporated. The residue is chromatographed on silica gel using acetone-benzene (1:1) and the eluates are evaporated. The residue (5.0 g) is crystallized from acetone-petroleum ether to obtain 10b-phe... Starting materials: C(C)(C)(C)OC(CN1C(C(SC2=C1C=C(C=C2)C(=O)OCC)CCCC2=CC=C(C=C2)OC)=O)=O (ethyl 4-(2-tert-butoxy-2-oxoethyl)-2-[3-(4-methoxyphenyl)propyl]-3-oxo-3,4-dihydro-2H-1,4-benzothiazine-6-carboxylate), CSC (dimethyl sulfide), Cl (hydrochloric acid). Run in ClCCl (dichloromethane). Run at time 8 hour. The product is C(C)OC(=O)C=1C=CC2=C(N(C(C(S2)CCCC2=CC=C(C=C2)OC)=O)CC(=O)O)C1 ({6-(Ethoxycarbonyl)-2-[3-(4-methoxyphenyl)propyl]-3-oxo-2,3-dihydro-4H-1,4-benzothiazin-4-yl}acetic acid). The yield is 91.1%. As a reaction SMILES: C([O:5][C:6](=[O:35])[CH2:7][N:8]1[C:13]2[CH:14]=[C:15]([C:18]([O:20][CH2:21][CH3:22])=[O:19])[CH:16]=[CH:17][C:12]=2[S:11][CH:10]([CH2:23][CH2:24][CH2:25][C:26]2[CH:31]=[CH:30][C:29]([O:32][CH3:33])=[CH:28][CH:27]=2)[C:9]1=[O:34])(C)(C)C.CSC.Cl>ClCCl>[CH2:21]([O:20][C:18]([C:15]1[CH:16]=[CH:17][C:12]2[S:11][CH:10]([CH2:23][CH2:24][CH2:25][C:26]3[CH:27]=[CH:28][C:29]([O:32][CH3:33])=[CH:30][CH:31]=3)[C:9](=[O:34])[N:8]([CH2:7][C:6]([OH:35])=[O:5])[C:13]=2[CH:14]=1)=[O:19])[CH3:22]. Procedure: Under ice-cooling, a boron trifluoride-diethyl ether complex (26.6 ml) was added dropwise to a solution of ethyl 4-(2-tert-butoxy-2-oxoethyl)-2-[3-(4-methoxyphenyl)propyl]-3-oxo-3,4-dihydro-2H-1,4-benzothiazine-6-carboxylate (13.16 g) and dimethyl sulfide (26.3 ml) in dichloromethane (250 ml). The resulting mixture was slowly warmed up to room temperature and then stirred overnight. The mixture was poured into a 1N aqueous hydrochloric acid solution and extracted with chloroform. The oil layer w... Starting materials: COC(=O)C(N)CC(C)C, Cc1cc(C#N)cc(Cl)c1N=C=S, NCCO, CC(C)CC(N)CO. The product is Cc1cc(C#N)cc(Cl)c1N=C1NC(CC(C)C)CS1. Reaction SMILES: [CH3:9][O:10][C:11](=[O:12])[CH:13]([CH2:14][CH:15]([CH3:16])[CH3:17])[NH2:18].[Cl:23][c:24]1[c:25]([N:33]=[C:34]=[S:35])[c:26]([CH3:32])[cH:27][c:28]([C:30]#[N:31])[cH:29]1.[OH:19][CH2:20][CH2:21][NH2:22].[OH:1][CH2:2][CH:3]([CH2:4][CH:5]([CH3:6])[CH3:7])[NH2:8]>>[CH2:2]1[CH:3]([CH2:4][CH:5]([CH3:6])[CH3:7])[NH:8][C:34](=[N:33][c:25]2[c:24]([Cl:23])[cH:29][c:28]([C:30]#[N:31])[cH:27][c:26]2[CH3:32])[S:35]1. Solvent: O (water), O (water), CO (methanol), O1CCOCC1 (dioxane). Reagents/catalysts: [Fe] (iron). RXN SMILES: [Br:1][C:2]1[CH:7]=[C:6]([NH:8][CH3:9])[CH:5]=[C:4]([S:10]([C:13]2[CH:18]=[CH:17][C:16]([N+:19]([O-])=O)=[CH:15][CH:14]=2)(=[O:12])=[O:11])[N:3]=1.[NH4+].[Cl-].C(OCC)(=O)C>CO.O1CCOCC1.O.[Fe]>[NH2:19][C:16]1[CH:17]=[CH:18][C:13]([S:10]([C:4]2[CH:5]=[C:6]([NH:8][CH3:9])[CH:7]=[C:2]([Br:1])[N:3]=2)(=[O:11])=[O:12])=[CH:14][CH:15]=1 |f:1.2|. The reactants are [NH4+].[Cl-] (NH4Cl), C(C)(=O)OCC (ethyl acetate), BrC1=NC(=CC(=C1)NC)S(=O)(=O)C1=CC=C(C=C1)[N+](=O)[O-] ([2-bromo-6-(4-nitrobenzenesulphonyl) -pyridin-4-yl]-methylamine). Isolated yield 87.7%. Reported procedure: 0.078 g (0.00021 mol) of [2-bromo-6-(4-nitrobenzenesulphonyl) -pyridin-4-yl]-methylamine was dissolved in a mixture of 1.5 ml of methanol and 1.5 ml of dioxane, treated with 0.078 g of iron powder and a solution of 0.078 g of NH4Cl in 2.5 ml of water and heated at reflux for 2 hrs. Therafter, the reaction mixture was poured into a mixture of ethyl acetate and water, suction filtered and the organic phase was extracted with water and sat. sodium chloride solution and dried over MgSO4. After remov... The product is NC1=CC=C(C=C1)S(=O)(=O)C1=NC(=CC(=C1)NC)Br ([2-(4-aminobenzenesulphonyl)-6-bromopyridin-4-yl]-methylamine). Starting materials: IC1=CC=C(C=C1)C=1OC(=NN1)NC (2-(4-Iodophenyl)-5-(methylamino)-1,3,4-oxadiazole), IC1=CC=C(C=C1)C=1OC(=NN1)NC (2-(4-Iodophenyl)-5-(methylamino)-1,3,4-oxadiazole), C1(CC1)NC(C1=CC(=C(C=C1)C)B1OC(C(O1)(C)C)(C)C)=O (N-cyclopropyl-4-methyl-3-(4,4,5,5-tetramethyl-[1,3,2]dioxaborolan-2-yl)-benzamide), C([O-])([O-])=O.[Na+].[Na+] (sodium carbonate). The reagents and catalysts are C=1C=CC(=CC1)[P](C=2C=CC=CC2)(C=3C=CC=CC3)[Pd]([P](C=4C=CC=CC4)(C=5C=CC=CC5)C=6C=CC=CC6)([P](C=7C=CC=CC7)(C=8C=CC=CC8)C=9C=CC=CC9)[P](C=1C=CC=CC1)(C=1C=CC=CC1)C=1C=CC=CC1 (tetrakis(triphenylphosphine)palladium). Run in COCCOC (DME). Run at temperature 80 celsius. The product is C1(CC1)NC(=O)C=1C=C(C(=CC1)C)C1=CC=C(C=C1)C=1OC(=NN1)NC (N-cyclopropyl-6-methyl-4′-[5-(methylamino)-1,3,4-oxadiazol-2-yl]-1,1′-biphenyl-3-carboxamide). Reaction SMILES: I[C:2]1[CH:7]=[CH:6][C:5]([C:8]2[O:9][C:10]([NH:13][CH3:14])=[N:11][N:12]=2)=[CH:4][CH:3]=1.[CH:15]1([NH:18][C:19](=[O:36])[C:20]2[CH:25]=[CH:24][C:23]([CH3:26])=[C:22](B3OC(C)(C)C(C)(C)O3)[CH:21]=2)[CH2:17][CH2:16]1.C(=O)([O-])[O-].[Na+].[Na+]>COCCOC.C1C=CC([P]([Pd]([P](C2C=CC=CC=2)(C2C=CC=CC=2)C2C=CC=CC=2)([P](C2C=CC=CC=2)(C2C=CC=CC=2)C2C=CC=CC=2)[P](C2C=CC=CC=2)(C2C=CC=CC=2)C2C=CC=CC=2)(C2C=CC=CC=2)C2C=CC=CC=2)=CC=1>[CH:15]1([NH:18][C:19]([C:20]2[CH:25]=[C:24]([C:2]3[CH:7]=[CH:6][C:5]([C:8]4[O:9][C:10]([NH:13][CH3:14])=[N:11][N:12]=4)=[CH:4][CH:3]=3)[C:23]([CH3:26])=[CH:22][CH:21]=2)=[O:36])[CH2:16][CH2:17]1 |f:2.3.4,^1:52,54,73,92|. Reported procedure: 2-(4-Iodophenyl)-5-(methylamino)-1,3,4-oxadiazole (Intermediate 36) (30 mg), N-cyclopropyl-4-methyl-3-(4,4,5,5-tetramethyl-[1,3,2]dioxaborolan-2-yl)-benzamide (33 mg), tetrakis(triphenylphosphine)palladium (13 mg) and aqueous sodium carbonate (1M, 0.11 ml) in DME (3 ml) were mixed and heated at 80° C. for 18 hours. The reaction was purified by HPLC to give N-cyclopropyl-6-methyl-4′-[5-(methylamino)-1,3,4-oxadiazol-2-yl]-1,1′-biphenyl-3-carboxamide. Reactants: CC(=O)SC1CC(COCc2cc(F)c(F)cc2F)N(C(=O)OC(C)(C)C)C1, CCO, [Li+], [OH-]. The product is CC(C)(C)OC(=O)N1CC(S)CC1COCc1cc(F)c(F)cc1F. Reaction SMILES: [C:1]([CH3:2])([CH3:3])([CH3:4])[O:5][C:6](=[O:7])[N:8]1[CH:9]([CH2:17][O:18][CH2:19][c:20]2[c:21]([F:28])[cH:22][c:23]([F:27])[c:24]([F:26])[cH:25]2)[CH2:10][CH:11]([S:13][C:14](=[O:15])[CH3:16])[CH2:12]1.[CH3:31][CH2:32][OH:33].[Li+:30].[OH-:29]>>[C:1]([CH3:2])([CH3:3])([CH3:4])[O:5][C:6](=[O:7])[N:8]1[CH:9]([CH2:17][O:18][CH2:19][c:20]2[c:21]([F:28])[cH:22][c:23]([F:27])[c:24]([F:26])[cH:25]2)[CH2:10][CH:11]([SH:13])[CH2:12]1. Reactants: [Br-], CON(C)C(=O)C1CCN(Cc2ccccc2)CC1c1ccc(Cl)cc1, C[Mg+], C[O-], CO, [Na+]. Product: CC(=O)C1CCN(Cc2ccccc2)CC1c1ccc(Cl)cc1. RXN SMILES: [Br-:27].[CH3:1][O:2][N:3]([C:4](=[O:5])[CH:6]1[CH:7]([c:19]2[cH:20][cH:21][c:22]([Cl:25])[cH:23][cH:24]2)[CH2:8][N:9]([CH2:12][c:13]2[cH:14][cH:15][cH:16][cH:17][cH:18]2)[CH2:10][CH2:11]1)[CH3:26].[CH3:28][Mg+:29].[CH3:30][O-:31].[CH3:33][OH:34].[Na+:32]>>[C:4](=[O:5])([CH:6]1[CH:7]([c:19]2[cH:20][cH:21][c:22]([Cl:25])[cH:23][cH:24]2)[CH2:8][N:9]([CH2:12][c:13]2[cH:14][cH:15][cH:16][cH:17][cH:18]2)[CH2:10][CH2:11]1)[CH3:28]. The reactants are BrC=1C=[N+](C=C(C1)OCCCS(=O)(=O)C)[O-] (3-bromo-5-(3-methanesulfonyl-propoxy)-pyridine 1-oxide), [NH4+].[Cl-] (NH4Cl). The reagents and catalysts are [Fe] (Fe). The solvent is CCO (EtOH). Conditions: temperature 50 celsius. Product: BrC=1C=NC=C(C1)OCCCS(=O)(=O)C (3-bromo-5-(3-methanesulfonyl-propoxy)-pyridine). The yield is 32.7%. As a reaction SMILES: [Br:1][C:2]1[CH:3]=[N+:4]([O-])[CH:5]=[C:6]([O:8][CH2:9][CH2:10][CH2:11][S:12]([CH3:15])(=[O:14])=[O:13])[CH:7]=1.[NH4+].[Cl-]>CCO.[Fe]>[Br:1][C:2]1[CH:3]=[N:4][CH:5]=[C:6]([O:8][CH2:9][CH2:10][CH2:11][S:12]([CH3:15])(=[O:13])=[O:14])[CH:7]=1 |f:1.2|. Procedure: To a mixture of 3-bromo-5-(3-methanesulfonyl-propoxy)-pyridine 1-oxide (800 mg, 2.6 mmol) and saturated NH4Cl aqueous solution (3.0 mL) in EtOH (100 mL) is added Fe (0.73 g, 13 mmol). The reaction mixture is heated at 50° C. for 16 hrs. Then the solid is filtered and the filtrate is concentrated. To the residue is added DCM and the mixture is filtered again and the filtrate is concentrated to give 0.25 g of 3-bromo-5-(3-methanesulfonyl-propoxy)-pyridine.